Dataset: the Open Reaction Database (ORD), a public repository of structured organic reaction records. Task: describe an organic reaction: reactants, conditions, products, and yield Reactants: NC1=CC=C(CO)C=C1 (4-Aminobenzylalcohol), C(CCC)(=O)C(C(=O)OCC)=COCC (ethyl 2-butyryl-3-ethoxyacrylate). Product: C(CCC)(=O)C(C(=O)OCC)=CNC1=CC=C(C=C1)CO (ethyl 2-butyryl-3-(4-hydroxymethylphenylamino)acrylate). Reaction SMILES: [NH2:1][C:2]1[CH:9]=[CH:8][C:5]([CH2:6][OH:7])=[CH:4][CH:3]=1.[C:10]([C:15](=[CH:21]OCC)[C:16]([O:18][CH2:19][CH3:20])=[O:17])(=[O:14])[CH2:11][CH2:12][CH3:13]>>[C:10]([C:15](=[CH:21][NH:1][C:2]1[CH:9]=[CH:8][C:5]([CH2:6][OH:7])=[CH:4][CH:3]=1)[C:16]([O:18][CH2:19][CH3:20])=[O:17])(=[O:14])[CH2:11][CH2:12][CH3:13]. Procedure: 4-Aminobenzylalcohol (25 g) and ethyl 2-butyryl-3-ethoxyacrylate (61 g) were heated together on a rotary evaporator (bath temp 100°) for 30 minutes. Ethyl 2-butyryl-3-(4-(hydroxymethyl)phenylamino)acrylate (49.5 g, 84%) crystallized on standing, was filtered off, washed with a little petroleum ether and vacuum dried, m.p. 44°-6°.